describe an organic reaction: reactants, conditions, products, and yield From a dataset of the Open Reaction Database (ORD), a public repository of structured organic reaction records. The reactants are CI, CS(=O)(=O)c1ccc(C(CC2CCCC2)C(=O)Nc2ncc(SC#N)s2)cc1. Yields the product CSc1cnc(NC(=O)C(CC2CCCC2)c2ccc(S(C)(=O)=O)cc2)s1. As a reaction SMILES: [CH3:29][I:30].[CH:1]1([CH2:6][CH:7]([C:8](=[O:9])[NH:10][c:11]2[s:12][c:13]([S:16][C:17]#[N:18])[cH:14][n:15]2)[c:19]2[cH:20][cH:21][c:22]([S:25](=[O:26])(=[O:27])[CH3:28])[cH:23][cH:24]2)[CH2:2][CH2:3][CH2:4][CH2:5]1>>[CH:1]1([CH2:6][CH:7]([C:8](=[O:9])[NH:10][c:11]2[s:12][c:13]([S:16][CH3:17])[cH:14][n:15]2)[c:19]2[cH:20][cH:21][c:22]([S:25](=[O:26])(=[O:27])[CH3:28])[cH:23][cH:24]2)[CH2:2][CH2:3][CH2:4][CH2:5]1. The reactants are C([O-])(O)=O.[Na+] (sodium bicarbonate), CC1(C(C2=C(SC1)SC(=C2)S(=O)(=O)N)=O)C (5,6-dihydro-5,5-dimethyl-4H-thieno[2,3-b]thiopyran-4-one-2-sulfonamide), [BH4-].[Na+] (sodium borohydride), Cl (hydrochloric acid). Run in C(C)O (ethanol). Yields the product OC1C2=C(SCC1(C)C)SC(=C2)S(=O)(=O)N (5,6-Dihydro-4-hydroxy-5,5-dimethyl-4H-thieno[2,3-b]thiopyran-2-sulfonamide). Isolated yield 90.8%. As a reaction SMILES: [CH3:1][C:2]1([CH3:16])[CH2:7][S:6][C:5]2[S:8][C:9]([S:11]([NH2:14])(=[O:13])=[O:12])=[CH:10][C:4]=2[C:3]1=[O:15].[BH4-].[Na+].Cl.C(=O)(O)[O-].[Na+]>C(O)C>[OH:15][CH:3]1[C:2]([CH3:16])([CH3:1])[CH2:7][S:6][C:5]2[S:8][C:9]([S:11]([NH2:14])(=[O:13])=[O:12])=[CH:10][C:4]1=2 |f:1.2,4.5|. Reported procedure: A mixture of 5,6-dihydro-5,5-dimethyl-4H-thieno[2,3-b]thiopyran-4-one-2-sulfonamide (12.8 g, 0.046 m) and sodium borohydride (2.27 g, 0.060 m) in ethanol (460 ml) was stirred under reflux for 1 hour. After cooling to ambient temperature, the mixture was acidified by the rapid addition of 1N hydrochloric acid (65 ml), then rendered basic with saturated sodium bicarbonate solution and concentrated in vacuo to remove ethanol. The aqueous suspension was distributed between ethyl acetate (300 ml) and... Starting materials: CO, Cl, [Na+], [OH-], CCOC(=O)c1cc2cccc(OCC(O)CN3CCC(c4ccc5ccccc5c4)CC3)c2o1. Yields the product O=C(O)c1cc2cccc(OCC(O)CN3CCC(c4ccc5ccccc5c4)CC3)c2o1. Reaction SMILES: [CH3:39][OH:40].[ClH:38].[Na+:37].[OH-:36].[OH:1][CH:2]([CH2:3][O:4][c:5]1[cH:6][cH:7][cH:8][c:9]2[c:10]1[o:11][c:12]([C:14](=[O:15])[O:16][CH2:17][CH3:18])[cH:13]2)[CH2:19][N:20]1[CH2:21][CH2:22][CH:23]([c:26]2[cH:27][c:28]3[cH:29][cH:30][cH:31][cH:32][c:33]3[cH:34][cH:35]2)[CH2:24][CH2:25]1>>[OH:1][CH:2]([CH2:3][O:4][c:5]1[cH:6][cH:7][cH:8][c:9]2[c:10]1[o:11][c:12]([C:14](=[O:15])[OH:16])[cH:13]2)[CH2:19][N:20]1[CH2:21][CH2:22][CH:23]([c:26]2[cH:27][c:28]3[cH:29][cH:30][cH:31][cH:32][c:33]3[cH:34][cH:35]2)[CH2:24][CH2:25]1. The reactants are C1CCC2NS(C3=C(N21)C=CC(=C3)O)(=O)=O (2,3,3a,4-tetrahydro-1H-pyrrolo[2,1-c][1,2,4 ]benzothiadiazin-7-ol 5,5-dioxide), CN(S(=O)(=O)C)CC1=CC=C(C=C1)B(O)O ((4-{[methyl(methylsulphonyl)amino ]methyl}phenyl)boronic acid), N1=CC=CC=C1 (pyridine). Reagents/catalysts: C(C)(=O)[O-].[Cu+2].C(C)(=O)[O-] (copper(II) acetate). Solvent: C(Cl)Cl (CH2Cl2). Conditions: time 8 hour. Yields the product O=S1(NC2N(C3=C1C=C(C=C3)OC3=CC=C(CN(S(=O)(=O)C)C)C=C3)CCC2)=O (N-{4-[(5,5-Dioxido-2,3,3a,4-tetrahydro-1H-pyrrolo[2,1-c][1,2,4]-benzothiadiazin-7-yl)oxy]benzyl}-N-methylmethanesulphonamide). Reaction SMILES: [CH2:1]1[N:9]2[CH:4]([NH:5][S:6](=[O:16])(=[O:15])[C:7]3[CH:13]=[C:12]([OH:14])[CH:11]=[CH:10][C:8]=32)[CH2:3][CH2:2]1.[CH3:17][N:18]([CH2:23][C:24]1[CH:29]=[CH:28][C:27](B(O)O)=[CH:26][CH:25]=1)[S:19]([CH3:22])(=[O:21])=[O:20].N1C=CC=CC=1>C(Cl)Cl.C([O-])(=O)C.[Cu+2].C([O-])(=O)C>[O:16]=[S:6]1(=[O:15])[C:7]2[CH:13]=[C:12]([O:14][C:27]3[CH:28]=[CH:29][C:24]([CH2:23][N:18]([CH3:17])[S:19]([CH3:22])(=[O:20])=[O:21])=[CH:25][CH:26]=3)[CH:11]=[CH:10][C:8]=2[N:9]2[CH2:1][CH2:2][CH2:3][CH:4]2[NH:5]1 |f:4.5.6|. Procedure details: A suspension composed of 5.74 mg (3.37 mmol) of 2,3,3a,4-tetrahydro-1H-pyrrolo[2,1-c][1,2,4 ]benzothiadiazin-7-ol 5,5-dioxide, 926 mg (4.04 mmol) of (4-{[methyl(methylsulphonyl)amino ]methyl}phenyl)boronic acid, 920 mg (5.06 mmol), of copper(II) acetate, 817 μl (10.10 mmol) of pyridine and about 4 g of 4 Å molecular sieve in 50 ml of CH2Cl2 is stirred overnight. The reaction mixture is filtered, rinsing with CH2Cl2/MeOH (1/1). The filtrate is concentrated and then directly placed on a silica col... Starting materials: C1(=CC=CC=C1)CCONC=1C2=CC=CC=C2N=C2CCCCC12.CN(C1=CC=C2N=C3CCCCC3=C(C2=C1)NOCC=1SC=CC1)C.S1C(=CC=C1)CONC=1C2=CC=CC=C2N=C2CCCCC12.O1C(=CC=C1)CONC=1C2=CC(=CC=C2N=C2CCCCC12)[N+](=O)[O-].O1C(=CC=C1)CONC=1C2=CC=C(C=C2N=C2CCCCC12)C(F)(F)F.O1C=CC(=C1)CONC=1C2=CC=CC=C2N=C2CCCCC12.ClC1=CC=C(CONC=2C3=CC=CC=C3N=C3CCCCC23)C=C1 (N-(4-chlorobenzyloxy)-1,2,3,4-tetrahydro-9-acridinamine N-(4-furylmethoxy)-1,2,3,4-tetrahydro-9-acridinamine N-(2-furylmethoxy)-1,2,3,4-tetrahydro-6-trifluoromethyl-9-acridinamine N-(2-furylmethoxy)-7-nitro-1,2,3,4-tetrahydro-9-acridinamine N-(2-thienylmethoxy)-1,2,3,4-tetrahydro-9-acridinamine 7-dimethylamino-N-(2-thienylmethoxy)-1,2,3,4-tetrahydro-9-acridinamine N-[(2-phenylethyl)oxy]-1,2,3,4-tetrahydro-9-acridinamine), C(C1=CC=CC=C1)ONC1=C2C(=NC=3C=CC=CC13)CCC2 (2,3-dihydro-N-benzyloxy-1H-cyclopenta[b]quinoline-9-amine), [2-(3,4-dimethoxyphenyl)ethyl]oxyl-1,2,3,4-tetrahydro-9-acridinamine N-[(2-dimethylaminocthyl)oxy]-1,2,3,4-tetrahydro-9-acridinamine N-[(3-dimethylaminopropyl)oxy]-1,2,3,4-tetrahydro-9-acridinamine N-[(4,4-diphenylbutyl)oxy]-1,2,3,4-tetrahydro-9-acridinamine, (4,4-[bis(4-fluorophenyl)butyl ]oxy] -1,2,3,4-tetrahydro-9-acridinamine N-acctyl-N-benzyloxy-1,2,3,4-tetrahydro-9-acridinamine N-benzyloxy-N-methyl-1,2,3,4-tetrahydro-9-acridinamine N-hydroxy-7,8,9,10-tetrahydro-6H-cyclohepta[b]quinolin-11-amine N-methoxy-7,8,9,10-tetrahydro-6H-cyclohepta[b]quinolin-11-amine N-benzyloxy-7,8,9,10-tetrahydro-6H-cyclohepta[b]quinolin-11-amine 2,3-dihydro-N-hydroxy-1H-cyclopenta[b]quinolin-9-amine 2,3-dihydro-N-methoxy-1H-cyclopenta[b]quinolin-9-amine. The product is CCCCONC=1C2=CC=CC=C2N=C2CCCCC12 (N-[(3-methylpropyl)oxy]-1,2,3,4-tetrahydro-9-acridinamine). RXN SMILES: [C:1]1([CH2:7][CH2:8][O:9][NH:10][C:11]2[C:12]3[C:17]([N:18]=[C:19]4[C:24]=2[CH2:23][CH2:22][CH2:21][CH2:20]4)=[CH:16][CH:15]=[CH:14][CH:13]=3)C=CC=C[CH:2]=1.CN(C)C1C=C2C(N=C3C(=C2NOCC2SC=CC=2)CCCC3)=CC=1.S1C=CC=C1CONC1C2C(N=C3C=1CCCC3)=CC=CC=2.O1C=CC=C1CONC1C2C(N=C3C=1CCCC3)=CC=C([N+]([O-])=O)C=2.O1C=CC=C1CONC1C2C(N=C3C=1CCCC3)=CC(C(F)(F)F)=CC=2.O1C=C(CONC2C3C(N=C4C=2CCCC4)=CC=CC=3)C=C1.ClC1C=CC(CONC2C3C(N=C4C=2CCCC4)=CC=CC=3)=CC=1.C(ONC1C2C=CC=CC=2N=C2CCCC=12)C1C=CC=CC=1>>[CH3:2][CH2:1][CH2:7][CH2:8][O:9][NH:10][C:11]1[C:12]2[C:17]([N:18]=[C:19]3[C:24]=1[CH2:23][CH2:22][CH2:21][CH2:20]3)=[CH:16][CH:15]=[CH:14][CH:13]=2 |f:0.1.2.3.4.5.6|. Procedure: N-(4-chlorobenzyloxy)-1,2,3,4-tetrahydro-9-acridinamine N-(4-furylmethoxy)-1,2,3,4-tetrahydro-9-acridinamine N-(2-furylmethoxy)-1,2,3,4-tetrahydro-6-trifluoromethyl-9-acridinamine N-(2-furylmethoxy)-7-nitro-1,2,3,4-tetrahydro-9-acridinamine N-(2-thienylmethoxy)-1,2,3,4-tetrahydro-9-acridinamine 7-dimethylamino-N-(2-thienylmethoxy)-1,2,3,4-tetrahydro-9-acridinamine N-[(2-phenylethyl)oxy]-1,2,3,4-tetrahydro-9-acridinamine N-[[2-(3,4-dimethoxyphenyl)ethyl]oxyl-1,2,3,4-tetrahydro-9-acridinamine N-[(... The reactants are C1(=CC=CC=C1)SC=CC(=O)OC (methyl 3-phenylthio-2-propenoate), olefin, C[O-].[Na+] (sodium methoxide), ClC(C(=O)OCC)(Cl)Cl (ethyl trichloroacetate), CCOCC (Ether). The solvent is O (water). Yields the product C1(=CC=CC=C1)SC1C(C1C(=O)OC)(Cl)Cl (methyl 3-phenylthio-2,2-dichlorocyclopropanecarboxylate). As a reaction SMILES: [Cl:1][C:2](Cl)([Cl:8])C(OCC)=O.[C:10]1([S:16][CH:17]=[CH:18][C:19]([O:21][CH3:22])=[O:20])[CH:15]=[CH:14][CH:13]=[CH:12][CH:11]=1.C[O-].[Na+].CCOCC>O>[C:10]1([S:16][CH:17]2[CH:18]([C:19]([O:21][CH3:22])=[O:20])[C:2]2([Cl:8])[Cl:1])[CH:15]=[CH:14][CH:13]=[CH:12][CH:11]=1 |f:2.3|. Reported procedure: Freshly distilled ethyl trichloroacetate (164.8 g, 0.86 mmol) is added all at once to a cold (-50° ) stirred mixture of dry methyl 3-phenylthio-2-propenoate (155.4 g, 0.8 mol), dry olefin-free pentane (600 ml) and sodium methoxide (50 g, 0.92 mol). The cold mixture is allowed to stir under nitrogen at -50° for 4 hr and is then warmed slowly to RT over a period of 24 hr. Ether and water are added, and the organic layer is separated, washed with water, dried over calcium sulfate and solvent is rem...